Task: describe an organic reaction: reactants, conditions, products, and yield. Dataset: the Open Reaction Database (ORD), a public repository of structured organic reaction records Reactants: COC1=C(C(=O)N2CC(CC2)(C2=CC=CC=C2)CCN2CCC(CC2)NC2=NC3=C(N2CCOC(C)C)C=CC=C3)C=C(C=C1)N1N=NN=C1 (1-(2-methoxy-5-(1H-tetrazol-1-yl)benzoyl)-3-(2-(4-(1-(2-(isopropyloxy)ethyl)-1H-benzimidazol-2-yl-amino)piperidin-1-yl)ethyl)-3-phenylpyrrolidine), ClCCl (dichloromethane), Cl (hydrochloric acid), O1CCOCC1 (dioxane). The solvent is C(C)OCC (diethyl ether). Run at time 15 minute. Product: Cl.COC1=C(C(=O)N2CC(CC2)(C2=CC=CC=C2)CCN2CCC(CC2)NC2=NC3=C(N2CCOC(C)C)C=CC=C3)C=C(C=C1)N1N=NN=C1 (1-(2-methoxy-5-(1H-tetrazol-1-yl)benzoyl)-3-(2-(4-(1-(2-(isopropyloxy)ethyl)-1H-benzimidazol-2-yl-amino)piperidin-1-yl)ethyl)-3-phenylpyrrolidine hydrochloric acid salt). RXN SMILES: [CH3:1][O:2][C:3]1[CH:45]=[CH:44][C:43]([N:46]2[CH:50]=[N:49][N:48]=[N:47]2)=[CH:42][C:4]=1[C:5]([N:7]1[CH2:11][CH2:10][C:9]([CH2:18][CH2:19][N:20]2[CH2:25][CH2:24][CH:23]([NH:26][C:27]3[N:31]([CH2:32][CH2:33][O:34][CH:35]([CH3:37])[CH3:36])[C:30]4[CH:38]=[CH:39][CH:40]=[CH:41][C:29]=4[N:28]=3)[CH2:22][CH2:21]2)([C:12]2[CH:17]=[CH:16][CH:15]=[CH:14][CH:13]=2)[CH2:8]1)=[O:6].[Cl:51]CCl.Cl.O1CCOCC1>C(OCC)C>[ClH:51].[CH3:1][O:2][C:3]1[CH:45]=[CH:44][C:43]([N:46]2[CH:50]=[N:49][N:48]=[N:47]2)=[CH:42][C:4]=1[C:5]([N:7]1[CH2:11][CH2:10][C:9]([CH2:18][CH2:19][N:20]2[CH2:25][CH2:24][CH:23]([NH:26][C:27]3[N:31]([CH2:32][CH2:33][O:34][CH:35]([CH3:37])[CH3:36])[C:30]4[CH:38]=[CH:39][CH:40]=[CH:41][C:29]=4[N:28]=3)[CH2:22][CH2:21]2)([C:12]2[CH:17]=[CH:16][CH:15]=[CH:14][CH:13]=2)[CH2:8]1)=[O:6] |f:5.6|. Procedure details: Combine 1-(2-methoxy-5-(1H-tetrazol-1-yl)benzoyl)-3-(2-(4-(1-(2-(isopropyloxy)ethyl)-1H-benzimidazol-2-yl-amino)piperidin-1-yl)ethyl)-3-phenylpyrrolidine (0.42 g, 0.62 mmol) and dichloromethane (10 mL). Add a solution of hydrochloric acid in dioxane (0.4 mL, 4 M, 1.6 mmol). After 15 minutes, pour the reaction mixture into diethyl ether (300 mL) to give a solid. Collect the solid by filtration and dry in vacuo at 90° C. to give the title compound. The reactants are [Cl-].O[NH3+] (hydroxylammonium chloride), C(O)([O-])=O.[Na+] (sodium hydrogen carbonate), CS(=O)C (dimethyl sulfoxide), C(C)(=O)OC(C(=O)O[C@@H]1CC[C@H](CC1)N1C=2N(C(=C(C1=O)CC1=CC=C(C=C1)C1=C(C=CC=C1)C#N)CCC)N=CC2)(C)C (trans-4-{6-[(2′-cyanobiphenyl-4-yl)methyl]-5-oxo-7-propylpyrazolo[1,5-a]pyrimidin-4(5H)-yl}cyclohexyl 2-(acetyloxy)-2-methylpropanoate). Solvent: C(C)(=O)OCC (ethyl acetate). Conditions: temperature 50 celsius, time 30 minute. Yields the product OC(C(=O)O[C@@H]1CC[C@H](CC1)N1C=2N(C(=C(C1=O)CC1=CC=C(C=C1)C1=C(C=CC=C1)C1=NOC(N1)=O)CCC)N=CC2)(C)C (trans-4-[5-oxo-6-{[2′-(5-oxo-4,5-dihydro-1,2,4-oxadiazol-3-yl)biphenyl-4-yl]methyl}-7-propylpyrazolo[1,5-a]pyrimidin-4(5H)-yl]cyclohexyl 2-hydroxy-2-methylpropanoate). The yield is 12.0%. RXN SMILES: [Cl-].[OH:2][NH3+:3].[C:4](=O)([O-])[OH:5].[Na+].CS(C)=O.C([O:16][C:17]([CH3:56])([CH3:55])[C:18]([O:20][C@H:21]1[CH2:26][CH2:25][C@H:24]([N:27]2[C:32](=[O:33])[C:31]([CH2:34][C:35]3[CH:40]=[CH:39][C:38]([C:41]4[CH:46]=[CH:45][CH:44]=[CH:43][C:42]=4[C:47]#[N:48])=[CH:37][CH:36]=3)=[C:30]([CH2:49][CH2:50][CH3:51])[N:29]3[N:52]=[CH:53][CH:54]=[C:28]23)[CH2:23][CH2:22]1)=[O:19])(=O)C>C(OCC)(=O)C>[OH:16][C:17]([CH3:55])([CH3:56])[C:18]([O:20][C@H:21]1[CH2:22][CH2:23][C@H:24]([N:27]2[C:32](=[O:33])[C:31]([CH2:34][C:35]3[CH:40]=[CH:39][C:38]([C:41]4[CH:46]=[CH:45][CH:44]=[CH:43][C:42]=4[C:47]4[NH:48][C:4](=[O:5])[O:2][N:3]=4)=[CH:37][CH:36]=3)=[C:30]([CH2:49][CH2:50][CH3:51])[N:29]3[N:52]=[CH:53][CH:54]=[C:28]23)[CH2:25][CH2:26]1)=[O:19] |f:0.1,2.3|. Procedure details: A mixture of hydroxylammonium chloride (0.66 g), sodium hydrogen carbonate (1.0 g) and dimethyl sulfoxide (4 mL) was stirred at 50° C. for 30 min, trans-4-{6-[(2′-cyanobiphenyl-4-yl)methyl]-5-oxo-7-propylpyrazolo[1,5-a]pyrimidin-4(5H)-yl}cyclohexyl 2-(acetyloxy)-2-methylpropanoate (0.67 g) was added, and the mixture was stirred at 90° C. for 20 hr. The reaction mixture was diluted with ethyl acetate, washed with water and then with saturated brine, and dried over anhydrous magnesium sulfate. The...